From a dataset of the Open Reaction Database (ORD), a public repository of structured organic reaction records. describe an organic reaction: reactants, conditions, products, and yield Starting materials: CC(C)(C)[Si](C)(C)OC1CCC(NC(=O)OCc2ccccc2)CC1, CCOC(C)=O, [H][H], [Pd]. Product: CC(C)(C)[Si](C)(C)OC1CCC(N)CC1. RXN SMILES: [CH2:1]([O:2][C:3](=[O:4])[NH:10][CH:11]1[CH2:12][CH2:13][CH:14]([O:17][Si:18]([CH3:19])([CH3:20])[C:21]([CH3:22])([CH3:23])[CH3:24])[CH2:15][CH2:16]1)[c:5]1[cH:6][cH:7][cH:8][cH:9][cH:25]1.[CH3:28][CH2:29][O:30][C:31]([CH3:32])=[O:33].[H:26][H:27].[Pd:34]>>[NH2:10][CH:11]1[CH2:12][CH2:13][CH:14]([O:17][Si:18]([CH3:19])([CH3:20])[C:21]([CH3:22])([CH3:23])[CH3:24])[CH2:15][CH2:16]1. Reactants: C(=O)NC(CCC1=CC=C(OCC(=O)OCC)C=C1)C=1C=NC=CC1 (ethyl 4-[3-formamido-3-(3-pyridyl)propyl]phenoxyacetate), S(O)(O)(=O)=O (sulfuric acid). Run in C(C)O (ethanol), O1CCCC1 (tetrahydrofuran), O (water). Run at temperature 60 celsius, time 12 hour. Yields the product NC(CCC1=CC=C(OCC(=O)OCC)C=C1)C=1C=NC=CC1 (ethyl 4-[3-amino-3-(3-pyridyl)propyl]phenoxyacetate). The yield is 36.3%. RXN SMILES: C([NH:3][CH:4]([C:20]1[CH:21]=[N:22][CH:23]=[CH:24][CH:25]=1)[CH2:5][CH2:6][C:7]1[CH:19]=[CH:18][C:10]([O:11][CH2:12][C:13]([O:15][CH2:16][CH3:17])=[O:14])=[CH:9][CH:8]=1)=O.S(=O)(=O)(O)O>C(O)C.O1CCCC1.O>[NH2:3][CH:4]([C:20]1[CH:21]=[N:22][CH:23]=[CH:24][CH:25]=1)[CH2:5][CH2:6][C:7]1[CH:8]=[CH:9][C:10]([O:11][CH2:12][C:13]([O:15][CH2:16][CH3:17])=[O:14])=[CH:18][CH:19]=1. Procedure: In a mixed solvent of 4 ml of ethanol, 4 ml of tetrahydrofuran, and 4 ml of water was dissolved 150 mg of ethyl 4-[3-formamido-3-(3-pyridyl)propyl]phenoxyacetate, followed by addition of 0.15 ml of conc. sulfuric acid, which was then heated to 60° C. and stirred for 12 hours. After completion of the reaction, the solvent was distilled off under reduced pressure, followed by addition of methanol-methylene chloride (5:95 v/v) and water. While stirring, the property of the solution was adjusted to ... Starting materials: CCOC(=O)c1cc2cccc(N3CCN(CCc4ccc5c(c4)CCN5C(C)=O)CC3)c2o1, [Li+], C1CCOC1, [OH-], O, O. The product is CC(=O)N1CCc2cc(CCN3CCN(c4cccc5cc(C(=O)[O-])oc45)CC3)ccc21, [Li+]. As a reaction SMILES: [C:4]([CH3:5])(=[O:6])[N:7]1[CH2:8][CH2:9][c:10]2[cH:11][c:12]([CH2:16][CH2:17][N:18]3[CH2:19][CH2:20][N:21]([c:24]4[cH:25][cH:26][cH:27][c:28]5[cH:29][c:30]([C:33](=[O:34])[O:35][CH2:36][CH3:37])[o:31][c:32]45)[CH2:22][CH2:23]3)[cH:13][cH:14][c:15]21.[Li+:3].[O:38]1[CH2:39][CH2:40][CH2:41][CH2:42]1.[OH-:2].[OH2:1].[OH2:43]>>[C:4]([CH3:5])(=[O:6])[N:7]1[CH2:8][CH2:9][c:10]2[cH:11][c:12]([CH2:16][CH2:17][N:18]3[CH2:19][CH2:20][N:21]([c:24]4[cH:25][cH:26][cH:27][c:28]5[cH:29][c:30]([C:33](=[O:34])[O-:35])[o:31][c:32]45)[CH2:22][CH2:23]3)[cH:13][cH:14][c:15]21.[Li+:3].